The task is: describe an organic reaction: reactants, conditions, products, and yield. This data is from the Open Reaction Database (ORD), a public repository of structured organic reaction records. Reactants: Cc1ccsc1Br, COCCCOS(=O)(=O)c1ccc(C)cc1, CCOCC, Cl, I, [Mg]. Product: COCCCc1sccc1C. Reaction SMILES: [Br:3][c:4]1[s:5][cH:6][cH:7][c:8]1[CH3:9].[CH3:10][O:11][CH2:12][CH2:13][CH2:14][O:15][S:16]([c:17]1[cH:18][cH:19][c:20]([CH3:21])[cH:22][cH:23]1)(=[O:24])=[O:25].[CH3:27][CH2:28][O:29][CH2:30][CH3:31].[ClH:26].[I:2].[Mg:1]>>[c:4]1([CH2:14][CH2:13][CH2:12][O:11][CH3:10])[s:5][cH:6][cH:7][c:8]1[CH3:9]. Reactants: C=CCC1CCC(=O)CC1c1ccc(C(C)(C)CCCCCC)cc1OCc1ccccc1, CCCCC, [H-], [Na+], [OH-], OCCO, Cc1ccc(S(=O)(=O)O)cc1, c1ccccc1. The product is C=CCC1CCC2(CC1c1ccc(C(C)(C)CCCCCC)cc1OCc1ccccc1)OCCO2. As a reaction SMILES: [CH2:1]([c:2]1[cH:3][cH:4][cH:5][cH:6][cH:7]1)[O:8][c:9]1[c:10]([CH:24]2[CH2:25][C:26](=[O:33])[CH2:27][CH2:28][CH:29]2[CH2:30][CH:31]=[CH2:32])[cH:11][cH:12][c:13]([C:15]([CH2:16][CH2:17][CH2:18][CH2:19][CH2:20][CH3:21])([CH3:22])[CH3:23])[cH:14]1.[CH3:52][CH2:53][CH2:54][CH2:55][CH3:56].[H-:38].[Na+:51].[OH-:50].[OH:34][CH2:35][CH2:36][OH:37].[c:39]1([CH3:40])[cH:41][cH:42][c:43]([S:44]([OH:45])(=[O:46])=[O:47])[cH:48][cH:49]1.[cH:57]1[cH:58][cH:59][cH:60][cH:61][cH:62]1>>[CH2:1]([c:2]1[cH:3][cH:4][cH:5][cH:6][cH:7]1)[O:8][c:9]1[c:10]([CH:24]2[CH2:25][C:26]3([CH2:27][CH2:28][CH:29]2[CH2:30][CH:31]=[CH2:32])[O:33][CH2:36][CH2:35][O:34]3)[cH:11][cH:12][c:13]([C:15]([CH2:16][CH2:17][CH2:18][CH2:19][CH2:20][CH3:21])([CH3:22])[CH3:23])[cH:14]1. Reactants: ClC1=NC=CC(=N1)C=1C(=NN2C1C=CC=C2)C=2C=C(C=CC2)NC(C2=C(C=CC=C2F)F)=O (N-{3-[3-(2-chloro-4-pyrimidinyl)pyrazolo[1,5-a]pyridin-2-yl]phenyl}-2,6-difluorobenzamide), CN(C)C=O (DMF), NC=1C=C(C=CC1)CC(=O)N ((3-aminophenyl)acetamide), Cl (HCl), CCO (EtOH). Conditions: temperature 70 celsius. The product is C(C)(=O)NC=1C=C(C=CC1)NC1=NC=CC(=N1)C=1C(=NN2C1C=CC=C2)C=2C=C(C=CC2)NC(C2=C(C=CC=C2F)F)=O (N-{3-[3-(2-{[3-(Acetylamino)phenyl]amino}-4-pyrimidinyl)pyrazolo[1,5-a]pyridin-2-yl]phenyl}-2,6-difluorobenzamide). The yield is 26.0%. Reaction SMILES: Cl[C:2]1[N:7]=[C:6]([C:8]2[C:9]([C:17]3[CH:18]=[C:19]([NH:23][C:24](=[O:33])[C:25]4[C:30]([F:31])=[CH:29][CH:28]=[CH:27][C:26]=4[F:32])[CH:20]=[CH:21][CH:22]=3)=[N:10][N:11]3[CH:16]=[CH:15][CH:14]=[CH:13][C:12]=23)[CH:5]=[CH:4][N:3]=1.[CH3:34][N:35]([CH:37]=[O:38])C.[NH2:39][C:40]1[CH:41]=C(CC(N)=O)[CH:43]=[CH:44][CH:45]=1.Cl.[CH3:51]CO>>[C:37]([NH:35][C:34]1[CH:41]=[C:40]([NH:39][C:2]2[N:7]=[C:6]([C:8]3[C:9]([C:17]4[CH:18]=[C:19]([NH:23][C:24](=[O:33])[C:25]5[C:30]([F:31])=[CH:29][CH:28]=[CH:27][C:26]=5[F:32])[CH:20]=[CH:21][CH:22]=4)=[N:10][N:11]4[CH:16]=[CH:15][CH:14]=[CH:13][C:12]=34)[CH:5]=[CH:4][N:3]=2)[CH:45]=[CH:44][CH:43]=1)(=[O:38])[CH3:51]. Reported procedure: To a slurry of N-{3-[3-(2-chloro-4-pyrimidinyl)pyrazolo[1,5-a]pyridin-2-yl]phenyl}-2,6-difluorobenzamide (133 mg, 0.288 mmol.) in 1 mL of EtOH/0.25 mL of DMF, N/(3-aminophenyl)acetamide (71 mg, 0.32 mmol.) and 5 uL of conc. HCl, the reaction contents were heated to 70° C. After heating for 18 h, the reaction was cooled to rt, partitioned the reaction with EtOAc and sat. aq. NaHCO3. The layers were separated, extracted the aqueous layer with EtOAc (2×10 mL), the organic layers were pooled, dried ... Reactants: F[B-](F)(F)F.C(CCC)[N+]1=CN(C=C1)C (1-Butyl-3-methylimidazolium tetrafluoroborate), FC1=C(C=C(C=C1)[N+](=O)[O-])C (1-fluoro-2-methyl-4-nitrobenzene), C(C)(=O)N1CCNCC1 (1-acetylpiperazine). Run in C(C)#N (acetonitrile), CCOC(=O)C (EtOAc), O (water). Conditions: temperature 95 celsius. Product: C(C)(=O)N1CCN(CC1)C1=C(C=C(C=C1)[N+](=O)[O-])C (1-Acetyl-4-(2-methyl-4-nitrophenyl)piperazine). As a reaction SMILES: F[B-](F)(F)F.C([N+]1C=CN(C)C=1)CCC.F[C:17]1[CH:22]=[CH:21][C:20]([N+:23]([O-:25])=[O:24])=[CH:19][C:18]=1[CH3:26].[C:27]([N:30]1[CH2:35][CH2:34][NH:33][CH2:32][CH2:31]1)(=[O:29])[CH3:28]>C(#N)C.CCOC(C)=O.O>[C:27]([N:30]1[CH2:35][CH2:34][N:33]([C:17]2[CH:22]=[CH:21][C:20]([N+:23]([O-:25])=[O:24])=[CH:19][C:18]=2[CH3:26])[CH2:32][CH2:31]1)(=[O:29])[CH3:28] |f:0.1|. Procedure details: 1-Butyl-3-methylimidazolium tetrafluoroborate (1.75 g, 7.74 mmol) was added to a stirred solution of 1-fluoro-2-methyl-4-nitrobenzene (12 g, 77.35 mmol) and 1-acetylpiperazine (39.7 g, 309.4 mmol) in acetonitrile (3 ml). The reaction mixture was then heating at 95° C. overnight. The reaction mixture was allowed to cool down to room temperature. The solution was diluted with EtOAc and water. The precipitate formed was filtered off to give a solid corresponding to the required product. The organic... The reactants are O=[N+]([O-])c1cc2c(cc1[N+](=O)[O-])OCO2, CN, CCO. Reaction SMILES: [CH2:1]1[O:2][c:3]2[cH:4][c:5]([N+:13]([O-:14])=[O:15])[c:6]([N+:10](=[O:11])[O-:12])[cH:7][c:8]2[O:9]1.[CH3:16][NH2:17].[CH3:18][CH2:19][OH:20]>>[CH2:1]1[O:2][c:3]2[cH:4][c:5]([NH:13][CH3:16])[c:6]([N+:10](=[O:11])[O-:12])[cH:7][c:8]2[O:9]1. The product is CNc1cc2c(cc1[N+](=O)[O-])OCO2. Reactants: CN1CCNCC1, ClC(Cl)Cl, CSc1ccc2c(c1)C(Cl)Cc1ccc(C)cc1S2. Yields the product CSc1ccc2c(c1)C(N1CCN(C)CC1)Cc1ccc(C)cc1S2. RXN SMILES: [CH3:20][N:21]1[CH2:22][CH2:23][NH:24][CH2:25][CH2:26]1.[CH:27]([Cl:28])([Cl:29])[Cl:30].[Cl:1][CH:2]1[CH2:3][c:4]2[c:5]([cH:15][c:16]([CH3:19])[cH:17][cH:18]2)[S:6][c:7]2[c:8]1[cH:9][c:10]([S:13][CH3:14])[cH:11][cH:12]2>>[CH:2]1([N:24]2[CH2:23][CH2:22][N:21]([CH3:20])[CH2:26][CH2:25]2)[CH2:3][c:4]2[c:5]([cH:15][c:16]([CH3:19])[cH:17][cH:18]2)[S:6][c:7]2[c:8]1[cH:9][c:10]([S:13][CH3:14])[cH:11][cH:12]2. Starting materials: N1=C2C(=NS1)C(=CC=C2)S(=O)(=O)NC2=C(C(=O)N[C@H](C(=O)O)CC1=CC(=C(C=C1)Cl)Cl)C=CC(=C2)Cl ((S)-2-[2-(benzo[1,2,5]thiadiazole-4-sulfonylamino)-4-chloro-benzoylamino]-3-(3,4-dichloro-phenyl)-propionic acid), FC1=CC=C(CN)C=C1 (4-fluorobenzyl amine). Yields the product N1=C2C(=NS1)C(=CC=C2)S(=O)(=O)NC2=C(C(=O)N[C@@H](CC1=CC(=C(C=C1)Cl)Cl)C(NCC1=CC=C(C=C1)F)=O)C=CC(=C2)Cl ((S)-2-(Benzo[1,2,5]thiadiazole-4-sulfonylamino)-4-chloro-N-[2-(3,4-dichloro-phenyl)-1-(4-fluoro-benzylcarbamoyl)-ethyl]-benzamide). Yield: 46.0%. As a reaction SMILES: [N:1]1[S:5][N:4]=[C:3]2[C:6]([S:10]([NH:13][C:14]3[CH:35]=[C:34]([Cl:36])[CH:33]=[CH:32][C:15]=3[C:16]([NH:18][C@@H:19]([CH2:23][C:24]3[CH:29]=[CH:28][C:27]([Cl:30])=[C:26]([Cl:31])[CH:25]=3)[C:20](O)=[O:21])=[O:17])(=[O:12])=[O:11])=[CH:7][CH:8]=[CH:9][C:2]=12.[F:37][C:38]1[CH:45]=[CH:44][C:41]([CH2:42][NH2:43])=[CH:40][CH:39]=1>>[N:1]1[S:5][N:4]=[C:3]2[C:6]([S:10]([NH:13][C:14]3[CH:35]=[C:34]([Cl:36])[CH:33]=[CH:32][C:15]=3[C:16]([NH:18][C@H:19]([C:20](=[O:21])[NH:43][CH2:42][C:41]3[CH:44]=[CH:45][C:38]([F:37])=[CH:39][CH:40]=3)[CH2:23][C:24]3[CH:29]=[CH:28][C:27]([Cl:30])=[C:26]([Cl:31])[CH:25]=3)=[O:17])(=[O:12])=[O:11])=[CH:7][CH:8]=[CH:9][C:2]=12. Procedure: The title compound (27 mg, 46%) was obtained from (S)-2-[2-(benzo[1,2,5]thiadiazole-4-sulfonylamino)-4-chloro-benzoylamino]-3-(3,4-dichloro-phenyl)-propionic acid and 4-fluorobenzyl amine as in Example 1, Part C. HPLC: RT=10.66 min. MS (ESI−): mass calcd. for C29H21Cl3FN5O4S2, 693.00; m/z found, 690/692 [M−H]−. 1H NMR (500 MHz, CDCl3): 11.55 (s, 1H), 8.38 (dd, J=7.0, 0.8, 1H), 8.21 (dd, J=8.8, 0.6, 1H), 7.72 (dd, J=8.8, 7.1, 1H), 7.68 (d, J=1.9, 1H), 7.35-7.32 (m, 1H), 7.30-7.25 (m, 2H), 7.12-7....